From a dataset of the Open Reaction Database (ORD), a public repository of structured organic reaction records. describe an organic reaction: reactants, conditions, products, and yield The reactants are Cl (Hydrogen chloride), CC(CC=1N=C(N(C1)S(=O)(=O)N(C)C)C(CC1=CC=C(C=C1)N1C2=C(CCC1)C=NN2COCC[Si](C)(C)C)NC)(CC)C (4-(2,2-dimethylbutyl)-N,N-dimethyl-2-{1-(methylamino)-2-[4-(1-{[2-(trimethylsilyl)ethoxy]methyl}-1,4,5,6-tetrahydro-7H-pyrazolo[3,4-b]pyridin-7-yl)phenyl]ethyl}-1H-imidazole-1-sulfonamide). The solvent is CO (methanol). Run at temperature 70 celsius, time 1 hour. The product is CC(CC=1N=C(NC1)C(CC1=CC=C(C=C1)N1C2=C(CCC1)C=NN2)NC)(CC)C (1-[4-(2,2-dimethylbutyl)-1H-imidazol-2-yl]-N-methyl-2-[4-(1,4,5,6-tetrahydro-7H-pyrazolo[3,4-b]pyridin-7-yl)phenyl]ethanamine). Reaction SMILES: Cl.[CH3:2][C:3]([CH3:45])([CH2:43][CH3:44])[CH2:4][C:5]1[N:6]=[C:7]([CH:16]([NH:41][CH3:42])[CH2:17][C:18]2[CH:23]=[CH:22][C:21]([N:24]3[CH2:29][CH2:28][CH2:27][C:26]4[CH:30]=[N:31][N:32](COCC[Si](C)(C)C)[C:25]3=4)=[CH:20][CH:19]=2)[N:8](S(N(C)C)(=O)=O)[CH:9]=1>CO>[CH3:2][C:3]([CH3:45])([CH2:43][CH3:44])[CH2:4][C:5]1[N:6]=[C:7]([CH:16]([NH:41][CH3:42])[CH2:17][C:18]2[CH:19]=[CH:20][C:21]([N:24]3[CH2:29][CH2:28][CH2:27][C:26]4[CH:30]=[N:31][NH:32][C:25]3=4)=[CH:22][CH:23]=2)[NH:8][CH:9]=1. Procedure: Hydrogen chloride (4 M in 1,4-dioxane) (2 mL, 8 mmol) was added to an ambient temperature solution of 4-(2,2-dimethylbutyl)-N,N-dimethyl-2-{1-(methylamino)-2-[4-(1-{[2-(trimethylsilyl)ethoxy]methyl}-1,4,5,6-tetrahydro-7H-pyrazolo[3,4-b]pyridin-7-yl)phenyl]ethyl}-1H-imidazole-1-sulfonamide (1 eq) in methanol (4 mL). After stirring at 70° C. for 1 h, volatiles were removed in vacuo. The residue was purified by high pressure liquid chromatography (KR100-5C18 100×21.2 mm column) eluting with 10-100%... The reactants are C[O-], CO, Cc1cc(F)ccc1-c1nc(S(C)(=O)=O)nc2c1CNC(=O)N2c1c(F)cccc1F, [Na+]. Yields the product COc1nc(-c2ccc(F)cc2C)c2c(n1)N(c1c(F)cccc1F)C(=O)NC2. RXN SMILES: [CH3:32][O-:33].[CH3:35][OH:36].[F:1][c:2]1[c:3]([N:9]2[C:10](=[O:31])[NH:11][CH2:12][c:13]3[c:14]2[n:15][c:16]([S:27]([CH3:28])(=[O:29])=[O:30])[n:17][c:18]3-[c:19]2[c:20]([CH3:26])[cH:21][c:22]([F:25])[cH:23][cH:24]2)[c:4]([F:8])[cH:5][cH:6][cH:7]1.[Na+:34]>>[F:1][c:2]1[c:3]([N:9]2[C:10](=[O:31])[NH:11][CH2:12][c:13]3[c:14]2[n:15][c:16]([O:33][CH3:32])[n:17][c:18]3-[c:19]2[c:20]([CH3:26])[cH:21][c:22]([F:25])[cH:23][cH:24]2)[c:4]([F:8])[cH:5][cH:6][cH:7]1. Reactants: N(=NC(=O)OCC)C(=O)OCC (Diethyl azodicarboxylate), OC=1C=C(C=CC1)OS(=O)(=O)C1=C(C=CC=C1)Cl (2-chlorobenzenesulfonic acid 3-hydroxyphenyl ester), C(#N)C=1C=C(CO)C=CC1 (3-cyanobenzyl alcohol), C1(=CC=CC=C1)P(C1=CC=CC=C1)C1=CC=CC=C1 (triphenylphosphine). The solvent is O1CCCC1 (tetrahydrofuran). Reaction conditions: temperature 0 celsius, time 3 hour. The product is ClC1=C(C=CC=C1)S(=O)(=O)O (2-Chlorobenzenesulfonic acid). Yield: 194.7%. As a reaction SMILES: N(C(OCC)=O)=NC(OCC)=O.OC1C=C([O:20][S:21]([C:24]2[CH:29]=[CH:28][CH:27]=[CH:26][C:25]=2[Cl:30])(=[O:23])=[O:22])C=CC=1.C(C1C=C(C=CC=1)CO)#N.C1(P(C2C=CC=CC=2)C2C=CC=CC=2)C=CC=CC=1>O1CCCC1>[Cl:30][C:25]1[CH:26]=[CH:27][CH:28]=[CH:29][C:24]=1[S:21]([OH:23])(=[O:22])=[O:20]. Procedure: Diethyl azodicarboxylate (174 mg, 1.0 mmol) was added to a solution of 2-chlorobenzenesulfonic acid 3-hydroxyphenyl ester (285 mg, 1.0 mmol), as prepared in the preceding step, 3-cyanobenzyl alcohol (133 mg, 1.0 mmol)(Yoon et al., J. Org. Chem. 38:2786-2792 (1973)), and triphenylphosphine (263 mg, 1.0 mmol) in tetrahydrofuran (10 mL) at 0° C. The mixture was stirred at 0° C. for 2 hours and at room temperature for 3 hours. The reaction mixture was quenched with water (30 mL) and extracted with e... The reactants are S([O-])(O)(=O)=O.[Na+] (sodium bisulfate), N1=CC=CC=C1 (pyridine), FC(S(=O)(=O)OS(=O)(=O)C(F)(F)F)(F)F (trifluoromethanesulfonic anhydride), N1=CC=CC=C1 (Pyridine), FC(S(=O)(=O)OS(=O)(=O)C(F)(F)F)(F)F (trifluoromethanesulfonic anhydride), FC1=CC=C(C(=O)C2=C3C=CC(=CC3=CC=C2O)S(=O)(=O)C)C=C1 (5-(4-fluorobenzoyl)-6-hydroxy-2-methylsulfonyl-naphthalene). Run in C(Cl)Cl (methylene chloride). Run at time 0.5 hour. Product: FC1=CC=C(C(=O)C2=C3C=CC(=CC3=CC=C2OS(=O)(=O)C(F)(F)F)S(=O)(=O)C)C=C1 (5-(4-fluorobenzoyl)-6-trifluoromethylsulfonyloxy-2-methylsulfonylnaphthalene). Isolated yield 108.6%. As a reaction SMILES: N1C=CC=CC=1.FC(F)(F)S([O:12][S:13]([C:16]([F:19])([F:18])[F:17])(=[O:15])=[O:14])(=O)=O.[F:22][C:23]1[CH:45]=[CH:44][C:26]([C:27]([C:29]2[C:38](O)=[CH:37][CH:36]=[C:35]3[C:30]=2[CH:31]=[CH:32][C:33]([S:40]([CH3:43])(=[O:42])=[O:41])=[CH:34]3)=[O:28])=[CH:25][CH:24]=1.S(=O)(=O)(O)[O-].[Na+]>C(Cl)Cl>[F:22][C:23]1[CH:24]=[CH:25][C:26]([C:27]([C:29]2[C:38]([O:12][S:13]([C:16]([F:17])([F:18])[F:19])(=[O:14])=[O:15])=[CH:37][CH:36]=[C:35]3[C:30]=2[CH:31]=[CH:32][C:33]([S:40]([CH3:43])(=[O:42])=[O:41])=[CH:34]3)=[O:28])=[CH:44][CH:45]=1 |f:3.4|. Procedure details: Pyridine (0.38 ml, 4.65 mmol) and trifluoromethanesulfonic anhydride (0.39 ml, 2.32 mmol) were added to a solution of 5-(4-fluorobenzoyl)-6-hydroxy-2-methylsulfonylnaphthalene (0.4 g, 1.16 mmol), [prepared as described in Example 2, step 3 above], in methylene chloride (10 ml) at 0° C. After 0.5 h, additional amounts of pyridine (0.38 ml, 4.65 mmol) and trifluoromethanesulfonic anhydride (0.39 ml, 2.32 mmol) were added and stirring was continued. After 0.5 h, 1N sodium bisulfate was added and th... Starting materials: CC(C)CC(OCc1ccc(Br)cc1)C(=O)NCC#N, CC(C)(C)OC(=O)N1CCN(c2ccc(B(O)O)cc2)CC1, CCOC(C)=O, ClCCl, [Na+], [Na+], O=C([O-])[O-], CN(C)C=O. Product: CC(C)CC(OCc1ccc(-c2ccc(N3CCN(C(=O)OC(C)(C)C)CC3)cc2)cc1)C(=O)NCC#N. RXN SMILES: [Br:1][c:2]1[cH:3][cH:4][c:5]([CH2:6][O:7][CH:8]([C:9](=[O:10])[NH:11][CH2:12][C:13]#[N:14])[CH2:15][CH:16]([CH3:17])[CH3:18])[cH:19][cH:20]1.[C:21]([CH3:22])([CH3:23])([CH3:24])[O:25][C:26](=[O:27])[N:28]1[CH2:29][CH2:30][N:31]([c:34]2[cH:35][cH:36][c:37]([B:40]([OH:41])[OH:42])[cH:38][cH:39]2)[CH2:32][CH2:33]1.[CH2:57]([O:58][C:59](=[O:60])[CH3:61])[CH3:62].[Cl:49][CH2:50][Cl:51].[Na+:43].[Na+:44].[O-:45][C:46](=[O:47])[O-:48].[O:52]=[CH:53][N:54]([CH3:55])[CH3:56]>>[c:2]1(-[c:37]2[cH:36][cH:35][c:34]([N:31]3[CH2:30][CH2:29][N:28]([C:26]([O:25][C:21]([CH3:22])([CH3:23])[CH3:24])=[O:27])[CH2:33][CH2:32]3)[cH:39][cH:38]2)[cH:3][cH:4][c:5]([CH2:6][O:7][CH:8]([C:9](=[O:10])[NH:11][CH2:12][C:13]#[N:14])[CH2:15][CH:16]([CH3:17])[CH3:18])[cH:19][cH:20]1. Starting materials: C(C)(C)(C)N1N=CC=C1NC1=CC(=CC(=N1)CC1(CCN(CC1)C(=O)OC(C)(C)C)C(=O)OCC)OS(=O)(=O)C(F)(F)F (1-tert-butyl 4-ethyl 4-((6-((1-tert-butyl-1H-pyrazol-5-yl)amino)-4-(((trifluoromethyl)sulfonyl)oxy)pyridin-2-yl)methyl)piperidine-1,4-dicarboxylate), C1(=CC=CC=C1)B(O)O (phenylboronic acid), (1,1′-bis(diphenylphosphino)ferrocene)dichloropalladium(II), P(=O)([O-])([O-])[O-].[K+].[K+].[K+] (potassium phosphate), O1CCOCC1 (1,4-dioxane). Run in O (water), C(C)(=O)OCC (ethyl acetate). Run at temperature 100 celsius, time 8 hour. Yields the product C(C)(C)(C)N1N=CC=C1NC1=CC(=CC(=N1)CC1(CCN(CC1)C(=O)OC(C)(C)C)C(=O)OCC)C1=CC=CC=C1 (1-tert-butyl 4-ethyl 4-((6-((1-tert-butyl-1H-pyrazol-5-yl)amino)-4-phenylpyridin-2-yl)methyl)piperidine-1,4-dicarboxylate). RXN SMILES: [C:1]([N:5]1[C:9]([NH:10][C:11]2[N:16]=[C:15]([CH2:17][C:18]3([C:31]([O:33][CH2:34][CH3:35])=[O:32])[CH2:23][CH2:22][N:21]([C:24]([O:26][C:27]([CH3:30])([CH3:29])[CH3:28])=[O:25])[CH2:20][CH2:19]3)[CH:14]=[C:13](OS(C(F)(F)F)(=O)=O)[CH:12]=2)=[CH:8][CH:7]=[N:6]1)([CH3:4])([CH3:3])[CH3:2].[C:44]1(B(O)O)[CH:49]=[CH:48][CH:47]=[CH:46][CH:45]=1.P([O-])([O-])([O-])=O.[K+].[K+].[K+].O1CCOCC1>C(OCC)(=O)C.O>[C:1]([N:5]1[C:9]([NH:10][C:11]2[N:16]=[C:15]([CH2:17][C:18]3([C:31]([O:33][CH2:34][CH3:35])=[O:32])[CH2:23][CH2:22][N:21]([C:24]([O:26][C:27]([CH3:28])([CH3:29])[CH3:30])=[O:25])[CH2:20][CH2:19]3)[CH:14]=[C:13]([C:44]3[CH:49]=[CH:48][CH:47]=[CH:46][CH:45]=3)[CH:12]=2)=[CH:8][CH:7]=[N:6]1)([CH3:3])([CH3:4])[CH3:2] |f:2.3.4.5|. Procedure: A mixture of 300 mg of 1-tert-butyl 4-ethyl 4-((6-((1-tert-butyl-1H-pyrazol-5-yl)amino)-4-(((trifluoromethyl)sulfonyl)oxy)pyridin-2-yl)methyl)piperidine-1,4-dicarboxylate, 87 mg of phenylboronic acid, 69.3 mg of (1,1′-bis(diphenylphosphino)ferrocene)dichloropalladium(II), 201 mg of potassium phosphate, 3 ml of 1,4-dioxane and 0.3 ml of water was stirred at 100° C. overnight, followed by cooling to room temperature. The reaction mixture was diluted with ethyl acetate. An insoluble matter was filt...